Dataset: the Open Reaction Database (ORD), a public repository of structured organic reaction records. Task: describe an organic reaction: reactants, conditions, products, and yield Starting materials: CC(C)(CC)[O-].[K+] (potassium 2-methylbutan-2-olate), Cl.C1(=CC=C(C=C1)NN)C (p-tolylhydrazine hydrochloride), C(C)#N (acetonitrile), Cl (hydrochloric acid), CC1(CCCCC1)C(=O)OC (methyl 1-methylcyclohexanecarboxylate). Product: CC1(CCCCC1)C1=NN(C(=C1)N)C1=CC=C(C=C1)C (3-(1-Methylcyclohexyl)-1-p-tolyl-1H-pyrazol-5-amine). Solvent: C1CCOC1 (THF), C1CCOC1 (THF). Reaction SMILES: [C:1](#[N:3])[CH3:2].CC([O-])(CC)C.[K+].[CH3:11][C:12]1([C:18](OC)=O)[CH2:17][CH2:16][CH2:15][CH2:14][CH2:13]1.Cl.[C:23]1([CH3:31])[CH:28]=[CH:27][C:26]([NH:29][NH2:30])=[CH:25][CH:24]=1.Cl>C1COCC1>[CH3:11][C:12]1([C:18]2[CH:2]=[C:1]([NH2:3])[N:29]([C:26]3[CH:27]=[CH:28][C:23]([CH3:31])=[CH:24][CH:25]=3)[N:30]=2)[CH2:17][CH2:16][CH2:15][CH2:14][CH2:13]1 |f:1.2,4.5|. Reported procedure: To a mixture of acetonitrile (500 μL, 10.0 mmol) in THF (30 mL) at RT was added a solution of potassium 2-methylbutan-2-olate in THF (1.7 M, 16.9 mL, 28.7 mmol), followed by methyl 1-methylcyclohexanecarboxylate (2.24 g, 14.4 mmol) and the reaction mixture maintained at RT for 17 hr and then concentrated to ˜20 mL in vacuo. The residue was diluted with EtOH (20 mL), treated with p-tolylhydrazine hydrochloride (1.52 g, 9.57 mmol) and the resulting mixture acidified to pH1 by the addition of conc ... The reactants are N1C=NC=C1 (imidazole), [Na] (sodium), BrCC(=O)OCC (ethyl bromoacetate). Solvent: C(C)O (ethanol). Conditions: time 24 hour. Product: C(C)OC(CN1C=NC=C1)=O (1H-Imidazol-1-ylacetic acid ethyl ester). As a reaction SMILES: [Na].[NH:2]1[CH:6]=[CH:5][N:4]=[CH:3]1.Br[CH2:8][C:9]([O:11][CH2:12][CH3:13])=[O:10]>C(O)C>[CH2:12]([O:11][C:9](=[O:10])[CH2:8][N:2]1[CH:6]=[CH:5][N:4]=[CH:3]1)[CH3:13] |^1:0|. Reported procedure: 118.2 g (5.1 mol) sodium are slowly added to 2.5 liters ethanol. 350.0 g (5.1 mol) imidazole are then added and 570 ml (858.6 g, 5.1 mol) ethyl bromoacetate are added dropwise at an internal temperature of 20-25° C. The mixture is stirred at RT for 24 h. The solid which has precipitated out is filtered off, the ethanol is removed in vacuo and the mixture is filtered again. The residue is purified by column chromatography over silica gel (mobile phase: ethyl acetate). Starting materials: FC(C(=O)O)(F)F (Trifluoroacetic acid), C1=CC=C(C=2OC3=C(C21)C=CC=C3)C3=CC=C(C2=CC=C(C=C2)C(=O)N2CC(N(CC2)C(=O)OC(C)(C)C)C(=O)[O-])C=C3 (4-(4′-Dibenzofuran-4-ylbiphen-4-yl-carbonyl)-piperazine-1,2-dicarboxylic acid, 1-tert-butyl ester). The solvent is ClCCl (dichloromethane). Run at time 2 hour. Yields the product C1=CC=C(C=2OC3=C(C21)C=CC=C3)C3=CC=C(C=C3)C3=CC=C(C=C3)C(=O)N3CC(NCC3)C(=O)O (4-(4′-Dibenzofuran-4-ylbiphenyl-4-carbonyl)-piperazine-2-carboxylic acid). The yield is 100.2%. RXN SMILES: FC(F)(F)C(O)=O.[CH:8]1[C:16]2[C:15]3[CH:17]=[CH:18][CH:19]=[CH:20][C:14]=3[O:13][C:12]=2[C:11]([C:21]2[CH:50]=[CH:49][C:24]([C:25]3[CH:30]=[CH:29][C:28]([C:31]([N:33]4[CH2:38][CH2:37][N:36](C(OC(C)(C)C)=O)[CH:35]([C:46]([O-:48])=[O:47])[CH2:34]4)=[O:32])=[CH:27][CH:26]=3)=[CH:23][CH:22]=2)=[CH:10][CH:9]=1>ClCCl>[CH:8]1[C:16]2[C:15]3[CH:17]=[CH:18][CH:19]=[CH:20][C:14]=3[O:13][C:12]=2[C:11]([C:21]2[CH:22]=[CH:23][C:24]([C:25]3[CH:26]=[CH:27][C:28]([C:31]([N:33]4[CH2:38][CH2:37][NH:36][CH:35]([C:46]([OH:48])=[O:47])[CH2:34]4)=[O:32])=[CH:29][CH:30]=3)=[CH:49][CH:50]=2)=[CH:10][CH:9]=1. Procedure: Trifluoroacetic acid (0.5 mL) was added to a solution of 4-(4′-Dibenzofuran-4-ylbiphen-4-yl-carbonyl)-piperazine-1,2-dicarboxylic acid, 1-tert-butyl ester (135 mg) in anhydrous dichloromethane. The reaction was stirred at room temperature for 2 hours (TLC control). The resultant brown oil was reconstituted and concentrated from methanol (3×10 mL) and then from dichloromethane (2×10 mL) to give the title compound as a white solid (112 mg, 100%): Rf 0.10 (20% methanol in dichloromethane). 1H NMR (... Starting materials: O=C(O)c1cccc(Cl)c1, Cc1cccc(-c2sc(C)nc2C(=O)N2CC3CC(C)CC3C2CN)c1. Yields the product Cc1cccc(-c2sc(C)nc2C(=O)N2CC3CC(C)CC3C2CNC(=O)c2cccc(Cl)c2)c1. As a reaction SMILES: [Cl:27][c:28]1[cH:29][c:30]([C:31](=[O:32])[OH:33])[cH:34][cH:35][cH:36]1.[NH2:1][CH2:2][CH:3]1[CH:4]2[CH2:5][CH:6]([CH3:26])[CH2:7][CH:8]2[CH2:9][N:10]1[C:11](=[O:12])[c:13]1[n:14][c:15]([CH3:25])[s:16][c:17]1-[c:18]1[cH:19][c:20]([CH3:24])[cH:21][cH:22][cH:23]1>>[NH:1]([CH2:2][CH:3]1[CH:4]2[CH2:5][CH:6]([CH3:26])[CH2:7][CH:8]2[CH2:9][N:10]1[C:11](=[O:12])[c:13]1[n:14][c:15]([CH3:25])[s:16][c:17]1-[c:18]1[cH:19][c:20]([CH3:24])[cH:21][cH:22][cH:23]1)[C:31]([c:30]1[cH:29][c:28]([Cl:27])[cH:36][cH:35][cH:34]1)=[O:32]. The reactants are N1=C(C=CC=C1)COC1=CC2=CC=C(C=C2C=C1)C(C)=NO (2-(2-pyridylmethyloxy)-6-(1-hydroxyiminoethyl)-naphthalene), C1(=CC=C(C=C1)S(=O)(=O)Cl)C (p-toluenesulfonyl chloride), N1=CC=CC=C1 (pyridine), C(Cl)(Cl)Cl.CO (CHCl3 MeOH), Cl (hydrochloric acid). Run at time 24 hour. Yields the product C(C)(=O)NC1=CC2=CC=C(C=C2C=C1)OCC1=NC=CC=C1 (2-acetylamino-6-(2-pyridylmethyloxy)naphthalene). Yield: 62.0%. Reaction SMILES: [N:1]1[CH:6]=[CH:5][CH:4]=[CH:3][C:2]=1[CH2:7][O:8][C:9]1[CH:18]=[CH:17][C:16]2[C:11](=[CH:12][CH:13]=[C:14](C(=NO)C)[CH:15]=2)[CH:10]=1.C1(C)C=CC(S(Cl)(=O)=[O:30])=CC=1.Cl.C(Cl)(Cl)Cl.CO.[N:41]1C=CC=[CH:43][CH:42]=1>>[C:42]([NH:41][C:14]1[CH:13]=[CH:12][C:11]2[C:16](=[CH:17][CH:18]=[C:9]([O:8][CH2:7][C:2]3[CH:3]=[CH:4][CH:5]=[CH:6][N:1]=3)[CH:10]=2)[CH:15]=1)(=[O:30])[CH3:43] |f:3.4|. Procedure details: To a solution of 2-(2-pyridylmethyloxy)-6-(1-hydroxyiminoethyl)-naphthalene (1.23 g) in pyridine (15 ml) was added p-toluenesulfonyl chloride (1.45 g) and the resultant-mixture was stirred at room temperature for 24 hours. The reaction mixture was made acid with hydrochloric acid and extracted with ethyl acetate. The organic layer was washed with an aqueous solution of sodium hydroxide and a saturated saline solution, dried over anhydrous magnesium sulfate, and concentrated in vacuo to obtain a ...